This data is from the Open Reaction Database (ORD), a public repository of structured organic reaction records. The task is: describe an organic reaction: reactants, conditions, products, and yield The reactants are CCCCOC(=O)c1cc([N+](=O)[O-])c(Oc2ccc(OCc3ccccc3)cc2)c(S(N)(=O)=O)c1, Cl, [Na+], [OH-]. Product: NS(=O)(=O)c1cc(C(=O)O)cc([N+](=O)[O-])c1Oc1ccc(OCc2ccccc2)cc1. RXN SMILES: [CH2:1]([CH2:2][CH2:3][CH3:4])[O:5][C:6]([c:7]1[cH:8][c:9]([N+:32](=[O:33])[O-:34])[c:10]([O:17][c:18]2[cH:19][cH:20][c:21]([O:24][CH2:25][c:26]3[cH:27][cH:28][cH:29][cH:30][cH:31]3)[cH:22][cH:23]2)[c:11]([S:13]([NH2:14])(=[O:15])=[O:16])[cH:12]1)=[O:35].[ClH:36].[Na+:38].[OH-:37]>>[O:5]=[C:6]([c:7]1[cH:8][c:9]([N+:32](=[O:33])[O-:34])[c:10]([O:17][c:18]2[cH:19][cH:20][c:21]([O:24][CH2:25][c:26]3[cH:27][cH:28][cH:29][cH:30][cH:31]3)[cH:22][cH:23]2)[c:11]([S:13]([NH2:14])(=[O:15])=[O:16])[cH:12]1)[OH:35]. The reactants are C([O-])([O-])=O.[K+].[K+] (potassium carbonate), C(C)(=O)O (acetic acid), C(=O)O (formic acid), CNCC=1N2C(SC1)=CN=C2 (3-(N-methylamino)methylimidazo[5,1-b]thiazole). Run in O (water), ClCCl (dichloromethane). Run at time 30 minute. Yields the product C(=O)N(C)CC=1N2C(SC1)=CN=C2 (3-(N-formyl-N-methylamino)methylimidazo[5,1-b]thiazole). Reaction SMILES: [C:1]([OH:4])(=O)C.C(O)=O.[CH3:8][NH:9][CH2:10][C:11]1[N:12]2[CH:18]=[N:17][CH:16]=[C:13]2[S:14][CH:15]=1.C(=O)([O-])[O-].[K+].[K+]>O.ClCCl>[CH:1]([N:9]([CH2:10][C:11]1[N:12]2[CH:18]=[N:17][CH:16]=[C:13]2[S:14][CH:15]=1)[CH3:8])=[O:4] |f:3.4.5|. Procedure details: A mixed solution of 0.25 ml of anhydrous acetic acid and 0.50 ml of formic acid which had been beforehand reacted with each other at 50° C. for 5 minutes was added to 6 ml of a dichloromethane solution containing 294 mg of 3-(N-methylamino)methylimidazo[5,1-b]thiazole under ice-cooling, followed by stirring at the same temperature for 30 minutes. Then, water was added to the reaction solution, and the solution was then alkalified with anhydrous potassium carbonate under stirring, followed by ext... Starting materials: C1CCNC1, CI, Cc1ccccc1, CCOC(=O)C1CCC(=O)CC1, O. Product: CCOC(=O)C1CCC(=O)C(C)C1. RXN SMILES: [CH2:13]1[CH2:14][NH:15][CH2:16][CH2:17]1.[CH3:18][I:19].[CH3:21][c:22]1[cH:23][cH:24][cH:25][cH:26][cH:27]1.[O:1]=[C:2]1[CH2:3][CH2:4][CH:5]([C:8](=[O:9])[O:10][CH2:11][CH3:12])[CH2:6][CH2:7]1.[OH2:20]>>[O:1]=[C:2]1[CH:3]([CH3:13])[CH2:4][CH:5]([C:8](=[O:9])[O:10][CH2:11][CH3:12])[CH2:6][CH2:7]1. The reactants are C1CCOC1, CO, CCOC(=O)c1cn2ncnc(N)c2c1-c1ccc(Nc2nc3cc(F)cc(F)c3[nH]2)cc1, [Na+], [OH-]. The product is Nc1ncnn2cc(C(=O)O)c(-c3ccc(Nc4nc5cc(F)cc(F)c5[nH]4)cc3)c12. Reaction SMILES: [CH2:36]1[O:37][CH2:38][CH2:39][CH2:40]1.[CH3:41][OH:42].[NH2:1][c:2]1[n:3][cH:4][n:5][n:6]2[c:7]1[c:8](-[c:16]1[cH:17][cH:18][c:19]([NH:22][c:23]3[n:24][c:25]4[c:26]([nH:27]3)[c:28]([F:33])[cH:29][c:30]([F:32])[cH:31]4)[cH:20][cH:21]1)[c:9]([C:11](=[O:12])[O:13][CH2:14][CH3:15])[cH:10]2.[Na+:35].[OH-:34]>>[NH2:1][c:2]1[n:3][cH:4][n:5][n:6]2[c:7]1[c:8](-[c:16]1[cH:17][cH:18][c:19]([NH:22][c:23]3[n:24][c:25]4[c:26]([nH:27]3)[c:28]([F:33])[cH:29][c:30]([F:32])[cH:31]4)[cH:20][cH:21]1)[c:9]([C:11](=[O:12])[OH:13])[cH:10]2. Starting materials: COc1cc2cccc(c2cc1C=O)OC, CC1=CN=C(C=C1)N, [C-]#[N+]C1CCCCC1. The reagents and catalysts are O=C(O)C(F)(F)F (trifluoroacetic acid). Run in CC(C)O (isopropyl alcohol), CC(C)O (isopropylalcohol). Reaction conditions: temperature 22 celsius, time 20 hour. The product is Cc1ccc2nc(c3cc4c(cccc4cc3OC)OC)c(NC3CCCCC3)n2c1. The yield is 44.2%. Reaction SMILES: CC1=CC=C(N)N=C1.[C-]#[N+]C1CCCCC1.COC1=CC2=CC=CC(OC)=C2C=C1C=O>>COC1=CC2=CC=CC(OC)=C2C=C1C1=C(NC2CCCCC2)N2C=C(C)C=CC2=N1.